describe an organic reaction: reactants, conditions, products, and yield From a dataset of the Open Reaction Database (ORD), a public repository of structured organic reaction records. The reactants are CCCC(=O)c1cnc2c(O)cccc2c1Nc1ccccc1C, CC(C)(C)[O-], [K+], C1CCOC1, COCCOS(=O)(=O)c1ccccc1. The product is CCCC(=O)c1cnc2c(OCCOC)cccc2c1Nc1ccccc1C. RXN SMILES: [C:1]([CH2:2][CH2:3][CH3:4])(=[O:5])[c:6]1[cH:7][n:8][c:9]2[c:10]([OH:24])[cH:11][cH:12][cH:13][c:14]2[c:15]1[NH:16][c:17]1[c:18]([CH3:23])[cH:19][cH:20][cH:21][cH:22]1.[CH3:25][C:26]([CH3:27])([O-:28])[CH3:29].[K+:30].[O:45]1[CH2:46][CH2:47][CH2:48][CH2:49]1.[c:31]1([S:32]([O:33][CH2:41][CH2:42][O:43][CH3:44])(=[O:34])=[O:35])[cH:36][cH:37][cH:38][cH:39][cH:40]1>>[C:1]([CH2:2][CH2:3][CH3:4])(=[O:5])[c:6]1[cH:7][n:8][c:9]2[c:10]([O:24][CH2:41][CH2:42][O:43][CH3:44])[cH:11][cH:12][cH:13][c:14]2[c:15]1[NH:16][c:17]1[c:18]([CH3:23])[cH:19][cH:20][cH:21][cH:22]1.